Dataset: the Open Reaction Database (ORD), a public repository of structured organic reaction records. Task: describe an organic reaction: reactants, conditions, products, and yield Product: Cn1c(Cc2ccccc2)nc2ccc(Br)cc21. The reactants are Brc1ccc2[nH]c(Cc3ccccc3)nc2c1, CC(C)=O, ClCCl, CI, [K+], [OH-]. RXN SMILES: [CH2:3]([c:4]1[cH:5][cH:6][cH:7][cH:8][cH:9]1)[c:10]1[n:11][c:12]2[c:13]([nH:14]1)[cH:15][cH:16][c:17]([Br:19])[cH:18]2.[CH3:22][C:23](=[O:24])[CH3:25].[Cl:26][CH2:27][Cl:28].[I:20][CH3:21].[K+:2].[OH-:1]>>[CH2:3]([c:4]1[cH:5][cH:6][cH:7][cH:8][cH:9]1)[c:10]1[n:11]([CH3:21])[c:12]2[c:13]([n:14]1)[cH:15][cH:16][c:17]([Br:19])[cH:18]2. Starting materials: bis-oxazoline, [Li+].[OH-] (LiOH), [N+](=[N-])=CC(=O)[O-] (diazoacetate), BrC1=CC=C(C=C1)[C@@H]1[C@@H](C1)C(=O)OCC (ethyl 2-(cis)-(4-bromophenyl)cyclopropanecarboxylate), BrC1=CC=C(C=C)C=C1 (4-bromostyrene). Yields the product BrC1=CC=C(C=C1)[C@H]1[C@@H](C1)C(=O)O (2-(trans)-(4-bromophenyl)cyclopropanecarboxylic acid). Reaction SMILES: [N+](=CC([O-])=O)=[N-].[Br:7][C:8]1[CH:13]=[CH:12][C:11]([C@H:14]2[CH2:16][C@H:15]2[C:17]([O:19]CC)=[O:18])=[CH:10][CH:9]=1.BrC1C=CC(C=C)=CC=1.[Li+].[OH-]>>[Br:7][C:8]1[CH:9]=[CH:10][C:11]([C@@H:14]2[CH2:16][C@H:15]2[C:17]([OH:19])=[O:18])=[CH:12][CH:13]=1 |f:3.4|. Procedure: Another alternative is an enantioselective cyclopropanation using for example a bis-oxazoline chiral ligand/copper complex and diazoacetate (Evans et al. J. Am. Chem. Soc. 1991, 113, 726) to prepare optically active ethyl 2-(cis)-(4-bromophenyl)cyclopropanecarboxylate from 4-bromostyrene. Selective hydrolysis of the mixture of cis and trans isomer with LiOH (1 eq based on trans isomer) gave 2-(trans)-(4-bromophenyl)cyclopropanecarboxylic acid (used in EXAMPLE 1) and the desired ethyl 2-(cis)-(4-...